Dataset: the Open Reaction Database (ORD), a public repository of structured organic reaction records. Task: describe an organic reaction: reactants, conditions, products, and yield The reactants are O=C(Cl)c1ccccc1, ClCCl, [K+], [K+], COc1ccc(N2CC(N)CC2=O)cc1F, O=C([O-])[O-]. Product: COc1ccc(N2CC(NC(=O)c3ccccc3)CC2=O)cc1F. Reaction SMILES: [C:23]([c:24]1[cH:25][cH:26][cH:27][cH:28][cH:29]1)(=[O:30])[Cl:31].[Cl:32][CH2:33][Cl:34].[K+:17].[K+:18].[NH2:1][CH:2]1[CH2:3][C:4](=[O:16])[N:5]([c:7]2[cH:8][c:9]([F:15])[c:10]([O:13][CH3:14])[cH:11][cH:12]2)[CH2:6]1.[O-:19][C:20]([O-:21])=[O:22]>>[NH:1]([CH:2]1[CH2:3][C:4](=[O:16])[N:5]([c:7]2[cH:8][c:9]([F:15])[c:10]([O:13][CH3:14])[cH:11][cH:12]2)[CH2:6]1)[C:23]([c:24]1[cH:25][cH:26][cH:27][cH:28][cH:29]1)=[O:30]. The reactants are CC1=C(C(=NC(=N1)C1=C(C=CC=C1)C(F)(F)F)N)[N+](=O)[O-] (6-methyl-5-nitro-2-(2-trifluoromethyl-phenyl)-pyrimidin-4-ylamine), [H-].[Na+] (NaH), C(C)(C)(C)C=1C=C(N(N1)C)C(=O)Cl (5-tert-Butyl-2-methyl-2H-pyrazole-3-carbonyl chloride). Solvent: C1CCOC1 (THF), C1CCOC1 (THF). Run at time 30 minute. The product is CC1=C(C(=NC(=N1)C1=C(C=CC=C1)C(F)(F)F)NC(=O)C=1N(N=C(C1)C(C)(C)C)C)[N+](=O)[O-] (5-tert-butyl-2-methyl-2H-pyrazole-3-carboxylic acid [6-methyl-5-nitro-2-(2-trifluoromethyl-phenyl)-pyrimidin-4-yl]-amide). RXN SMILES: [CH3:1][C:2]1[N:7]=[C:6]([C:8]2[CH:13]=[CH:12][CH:11]=[CH:10][C:9]=2[C:14]([F:17])([F:16])[F:15])[N:5]=[C:4]([NH2:18])[C:3]=1[N+:19]([O-:21])=[O:20].[H-].[Na+].[C:24]([C:28]1[CH:29]=[C:30]([C:34](Cl)=[O:35])[N:31]([CH3:33])[N:32]=1)([CH3:27])([CH3:26])[CH3:25]>C1COCC1>[CH3:1][C:2]1[N:7]=[C:6]([C:8]2[CH:13]=[CH:12][CH:11]=[CH:10][C:9]=2[C:14]([F:15])([F:16])[F:17])[N:5]=[C:4]([NH:18][C:34]([C:30]2[N:31]([CH3:33])[N:32]=[C:28]([C:24]([CH3:26])([CH3:25])[CH3:27])[CH:29]=2)=[O:35])[C:3]=1[N+:19]([O-:21])=[O:20] |f:1.2|. Procedure details: A solution of 6-methyl-5-nitro-2-(2-trifluoromethyl-phenyl)-pyrimidin-4-ylamine (150 mg, 0.503 mmol, prepared as described in Example 2, STEP A) in THF (10 mL) was treated with NaH (60.4 mg, 1.51 mmol, 60% dispersion in oil), and the resulting mixture was allowed to stir for 30 min at room temperature. 5-tert-Butyl-2-methyl-2H-pyrazole-3-carbonyl chloride (131 mg, 0.654 mmol) was added as a solution in THF (3 mL). After 15 min, the mixture was quenched with saturated aqueous NH4Cl (20 mL) and ex... Starting materials: CCN=C=NCCCN(C)C (EDCI), O1CCC2=C1C=C(C=C2)C2=CCC(CC2)N2CC(C2)N (1-[4-(2,3-Dihydro-benzofuran-6-yl)-cyclohex-3-enyl]-azetidin-3-ylamine), FC(C=1C=C(C(=O)NCC(=O)O)C=CC1)(F)F ((3-trifluoromethyl-benzoylamino)-acetic acid). Product: O1CCC2=C1C=C(C=C2)C2CCC(CC2)N2CC(C2)NC(=O)CNC(C2=CC(=CC=C2)C(F)(F)F)=O (N-({1-[4-(2,3-Dihydro-benzofuran-6-yl)-cyclohexyl]-azetidin-3-ylcarbamoyl}-methyl)-3-trifluoromethylbenzamide). Reaction SMILES: CCN=C=NCCCN(C)C.[O:12]1[C:16]2[CH:17]=[C:18]([C:21]3[CH2:26][CH2:25][CH:24]([N:27]4[CH2:30][CH:29]([NH2:31])[CH2:28]4)[CH2:23][CH:22]=3)[CH:19]=[CH:20][C:15]=2[CH2:14][CH2:13]1.[F:32][C:33]([F:48])([F:47])[C:34]1[CH:35]=[C:36]([CH:44]=[CH:45][CH:46]=1)[C:37]([NH:39][CH2:40][C:41](O)=[O:42])=[O:38]>>[O:12]1[C:16]2[CH:17]=[C:18]([CH:21]3[CH2:26][CH2:25][CH:24]([N:27]4[CH2:30][CH:29]([NH:31][C:41]([CH2:40][NH:39][C:37](=[O:38])[C:36]5[CH:44]=[CH:45][CH:46]=[C:34]([C:33]([F:48])([F:32])[F:47])[CH:35]=5)=[O:42])[CH2:28]4)[CH2:23][CH2:22]3)[CH:19]=[CH:20][C:15]=2[CH2:14][CH2:13]1. Reported procedure: The title compounds were prepared as white solids from the EDCI coupling between the amine (from step D) and (3-trifluoromethyl-benzoylamino)-acetic acid followed by H-Cube hydrogenation using the procedures described in Steps E and F of Example 1. Reactants: ClC=1C(=C(C(=NC1)OC)[N+](=O)[O-])C=CN(C)C (2-(5-chloro-2-methoxy-3-nitropyridin-4-yl)-N,N-dimethylethenamine), [H][H] (hydrogen). The reagents and catalysts are [Ni] (Ni). The solvent is C(C)(=O)OCC (ethyl acetate). The product is ClC1=C2C(=C(N=C1)OC)NC=C2 (4-chloro-7-methoxy-1H-pyrrolo[2,3-c]pyridine). Isolated yield 117.5%. As a reaction SMILES: [Cl:1][C:2]1[C:3]([CH:13]=[CH:14][N:15](C)C)=[C:4]([N+]([O-])=O)[C:5]([O:8][CH3:9])=[N:6][CH:7]=1.[H][H]>C(OCC)(=O)C.[Ni]>[Cl:1][C:2]1[CH:7]=[N:6][C:5]([O:8][CH3:9])=[C:4]2[NH:15][CH:14]=[CH:13][C:3]=12. Procedure: To a solution of Example 108C (12 g, 46.6 mmol) in ethyl acetate (150 mL) was added Raney-Ni (20.0 g, 4.66 mmol), and the reaction mixture was stirred for 20 hours at room temperature under 30 atm. hydrogen. The reaction mixture was filtered and rinsed with ethyl acetate. The filtrate was concentrated to a small volume, and the precipitates were collected by filtration and dried to provide the title compound (10 g, 93% yield). Starting materials: F, COC(=O)c1ccc(C(C)NC(C)=O)c(N)c1, [Na+], O=[N+]([O-])[O-], O, c1ccncc1. Yields the product COC(=O)c1ccc(C(C)NC(C)=O)c(F)c1. Reaction SMILES: [FH:30].[NH2:6][c:7]1[cH:8][c:9]([C:10](=[O:11])[O:12][CH3:13])[cH:14][cH:15][c:16]1[CH:17]([CH3:18])[NH:19][C:20]([CH3:21])=[O:22].[Na+:1].[O-:2][N+:3](=[O:4])[O-:5].[OH2:23].[n:24]1[cH:25][cH:26][cH:27][cH:28][cH:29]1>>[c:7]1([F:30])[cH:8][c:9]([C:10](=[O:11])[O:12][CH3:13])[cH:14][cH:15][c:16]1[CH:17]([CH3:18])[NH:19][C:20]([CH3:21])=[O:22]. Reactants: [H-].[Na+] (sodium hydride), C(CC(C)C)S (Isopentyl mercaptan), ClC1=NC(=CC=C1)C#N (2-chloro-6-cyanopyridine). The solvent is O1CCCC1 (tetrahydrofuran), O1CCCC1 (tetrahydrofuran). Run at time 1 hour. Yields the product C(#N)C1=NC(=CC=C1)SCCC(C)C (2-Cyano-6-isopentylthiopyridine). Yield: 99.6%. As a reaction SMILES: [CH2:1]([SH:6])[CH2:2][CH:3]([CH3:5])[CH3:4].[H-].[Na+].Cl[C:10]1[CH:15]=[CH:14][CH:13]=[C:12]([C:16]#[N:17])[N:11]=1>O1CCCC1>[C:16]([C:12]1[CH:13]=[CH:14][CH:15]=[C:10]([S:6][CH2:1][CH2:2][CH:3]([CH3:5])[CH3:4])[N:11]=1)#[N:17] |f:1.2|. Reported procedure: Isopentyl mercaptan (0.83 g, 7.9 mmol) was dissolved in tetrahydrofuran (100 ml) and added dropwise to sodium hydride (60% oil, 0.35 g, 8.7 mmol). The reaction mixture was stirred at room temperature for 1 hr. A solution of 2-chloro-6-cyanopyridine (1.00 g, 7.2 mmol) in tetrahydrofuran (10 ml) was added to the mixture, and the mixture was stirred at room temperature for 18 hrs. The reaction mixture was concentrated under reduced pressure, diluted with water and extracted with ethyl acetate. The ... The reactants are Cc1cc2c(cc1Br)NC(=O)CC2(C)C, CI, CS(C)=O, [K+], [OH-], O. Product: Cc1cc2c(cc1Br)N(C)C(=O)CC2(C)C. As a reaction SMILES: [Br:3][c:4]1[c:5]([CH3:17])[cH:6][c:7]2[c:12]([cH:13]1)[NH:11][C:10](=[O:14])[CH2:9][C:8]2([CH3:15])[CH3:16].[CH3:18][I:19].[CH3:21][S:22]([CH3:23])=[O:24].[K+:2].[OH-:1].[OH2:20]>>[Br:3][c:4]1[c:5]([CH3:17])[cH:6][c:7]2[c:12]([cH:13]1)[N:11]([CH3:18])[C:10](=[O:14])[CH2:9][C:8]2([CH3:15])[CH3:16].